Dataset: the Open Reaction Database (ORD), a public repository of structured organic reaction records. Task: describe an organic reaction: reactants, conditions, products, and yield Starting materials: COC1=CC=C(CN2N=NN=C2C(=O)Cl)C=C1 (1-(4-methoxybenzyl)-1H-tetrazole-5-carbonyl chloride), NC1=C(C#N)C(=CC=C1)N1CC(OCC1)C (2-amino-6-(2-methyl-4-morpholinyl)benzonitrile). The product is COC1=CC=C(CN2N=NN=C2C(=O)NC2=C(C(=CC=C2)N2CC(OCC2)C)C#N)C=C1 (1-(4-methoxybenzyl)-N-[2-cyano-3-(2-methyl-4-morpholinyl)phenyl]-1H-tetrazole-5-carboxamide). Reaction SMILES: [CH3:1][O:2][C:3]1[CH:17]=[CH:16][C:6]([CH2:7][N:8]2[C:12]([C:13](Cl)=[O:14])=[N:11][N:10]=[N:9]2)=[CH:5][CH:4]=1.[NH2:18][C:19]1[CH:26]=[CH:25][CH:24]=[C:23]([N:27]2[CH2:32][CH2:31][O:30][CH:29]([CH3:33])[CH2:28]2)[C:20]=1[C:21]#[N:22]>>[CH3:1][O:2][C:3]1[CH:17]=[CH:16][C:6]([CH2:7][N:8]2[C:12]([C:13]([NH:18][C:19]3[CH:26]=[CH:25][CH:24]=[C:23]([N:27]4[CH2:32][CH2:31][O:30][CH:29]([CH3:33])[CH2:28]4)[C:20]=3[C:21]#[N:22])=[O:14])=[N:11][N:10]=[N:9]2)=[CH:5][CH:4]=1. Procedure details: In a manner similar to Example I, 1-(4-methoxybenzyl)-1H-tetrazole-5-carbonyl chloride is condensed with 2-amino-6-(2-methyl-4-morpholinyl)benzonitrile to give 1-(4-methoxybenzyl)-N-[2-cyano-3-(2-methyl-4-morpholinyl)phenyl]-1H-tetrazole-5-carboxamide. Starting materials: C(C1=CC=CC=C1)SCCCOC=1C=C2CCC(NC2=CC1)=O (6-(3-benzylmercapto-propoxy)-3,4-dihydro-carbostyril), OO (hydrogen peroxide). Yields the product C(C1=CC=CC=C1)S(=O)CCCOC=1C=C2CCC(NC2=CC1)=O (6-(3-Benzylsulfinyl-propoxy)-3,4-dihydro-carbostyril). RXN SMILES: [CH2:1]([S:8][CH2:9][CH2:10][CH2:11][O:12][C:13]1[CH:14]=[C:15]2[C:20](=[CH:21][CH:22]=1)[NH:19][C:18](=[O:23])[CH2:17][CH2:16]2)[C:2]1[CH:7]=[CH:6][CH:5]=[CH:4][CH:3]=1.[OH:24]O>>[CH2:1]([S:8]([CH2:9][CH2:10][CH2:11][O:12][C:13]1[CH:14]=[C:15]2[C:20](=[CH:21][CH:22]=1)[NH:19][C:18](=[O:23])[CH2:17][CH2:16]2)=[O:24])[C:2]1[CH:7]=[CH:6][CH:5]=[CH:4][CH:3]=1. Procedure details: Prepared analogous to Example 123 from 6-(3-benzylmercapto-propoxy)-3,4-dihydro-carbostyril and hydrogen peroxide. Reactants: OCCO, COc1cccc(NC2(C(N)=O)CCN(Cc3ccccc3)CC2)c1, Cl, [K+], [Na+], [OH-], [OH-], O. The product is COc1cccc(NC2(C(=O)O)CCN(Cc3ccccc3)CC2)c1. RXN SMILES: [CH2:32]([OH:33])[CH2:34][OH:35].[CH3:1][O:2][c:3]1[cH:4][c:5]([NH:9][C:10]2([C:23](=[O:24])[NH2:25])[CH2:11][CH2:12][N:13]([CH2:16][c:17]3[cH:18][cH:19][cH:20][cH:21][cH:22]3)[CH2:14][CH2:15]2)[cH:6][cH:7][cH:8]1.[ClH:28].[K+:27].[Na+:30].[OH-:26].[OH-:29].[OH2:31]>>[CH3:1][O:2][c:3]1[cH:4][c:5]([NH:9][C:10]2([C:23](=[O:24])[OH:26])[CH2:11][CH2:12][N:13]([CH2:16][c:17]3[cH:18][cH:19][cH:20][cH:21][cH:22]3)[CH2:14][CH2:15]2)[cH:6][cH:7][cH:8]1. Starting materials: Cl (HCl), O=C1N(C(C2=C3C(C=CC=C13)=CC=C2)=O)CCCCN2S(C1=C(C2=O)C=CC(=C1)C(=O)O)(=O)=O (2-(4-(1,3-dioxo-1H-benzo[de]isoquinolin-2(3H)-yl)butyl)-3-oxo-2,3-dihydrobenzo[d]isothiazole-6-carboxylic acid 1,1-dioxide), [OH-].[Na+] (NaOH), ice water. Run in C(C)O (ethanol). Run at time 10 minute. Yields the product O=C1N(C(C2=C3C(C=CC=C13)=CC=C2)=O)CCCCNS(=O)(=O)C2=C(C(=O)O)C=CC(=C2)C(=O)O (2-(N-(4-(1,3-dioxo-1H-benzo[de]isoquinolin-2(3H)-yl)butyl)sulfamoyl)terephthalic acid). Reaction SMILES: [O:1]=[C:2]1[C:11]2[C:6]3[C:7](=[CH:12][CH:13]=[CH:14][C:5]=3[C:4](=[O:15])[N:3]1[CH2:16][CH2:17][CH2:18][CH2:19][N:20]1[C:24](=[O:25])[C:23]3[CH:26]=[CH:27][C:28]([C:30]([OH:32])=[O:31])=[CH:29][C:22]=3[S:21]1(=[O:34])=[O:33])[CH:8]=[CH:9][CH:10]=2.[OH-:35].[Na+].Cl>C(O)C>[O:1]=[C:2]1[C:11]2[C:6]3[C:7](=[CH:12][CH:13]=[CH:14][C:5]=3[C:4](=[O:15])[N:3]1[CH2:16][CH2:17][CH2:18][CH2:19][NH:20][S:21]([C:22]1[CH:29]=[C:28]([C:30]([OH:32])=[O:31])[CH:27]=[CH:26][C:23]=1[C:24]([OH:35])=[O:25])(=[O:34])=[O:33])[CH:8]=[CH:9][CH:10]=2 |f:1.2|. Procedure details: A suspension of 9 (50 mg) and aqueous 1N NaOH (3 mL) was stirred at room temperature for 10 min. To this suspension, ethanol (2 mL) was added until the solution became clear. Stirring was continued for 2 h until starting material was disappeared. The solution was poured into ice-water and acidified with 37% HCl to a pH of 1. The resulted mass was extracted with ethylacetate, the organic layer was washed with water, dried over anhydrous Na2SO4 and concentrated under vacuum to get the crude produc... Reactants: CCc1ccc(Cc2cc3c(cc2Cl)OC(O)C32OC(COCc3ccccc3)C(OCc3ccccc3)C(OCc3ccccc3)C2OCc2ccccc2)cc1, CCOC(C)=O, ClCCl, O=[Cr](=O)([O-])Cl, c1cc[nH+]cc1. Yields the product CCc1ccc(Cc2cc3c(cc2Cl)OC(=O)C32OC(COCc3ccccc3)C(OCc3ccccc3)C(OCc3ccccc3)C2OCc2ccccc2)cc1. RXN SMILES: [CH2:1]([c:2]1[cH:3][cH:4][cH:5][cH:6][cH:7]1)[O:8][CH:9]1[CH:10]([O:51][CH2:52][c:53]2[cH:54][cH:55][cH:56][cH:57][cH:58]2)[CH:11]([O:43][CH2:44][c:45]2[cH:46][cH:47][cH:48][cH:49][cH:50]2)[CH:12]([CH2:34][O:35][CH2:36][c:37]2[cH:38][cH:39][cH:40][cH:41][cH:42]2)[O:13][C:14]12[CH:15]([OH:33])[O:16][c:17]1[c:18]2[cH:19][c:20]([CH2:24][c:25]2[cH:26][cH:27][c:28]([CH2:31][CH3:32])[cH:29][cH:30]2)[c:21]([Cl:23])[cH:22]1.[CH3:70][CH2:71][O:72][C:73]([CH3:74])=[O:75].[Cl:76][CH2:77][Cl:78].[O:59]=[Cr:60]([Cl:61])([O-:62])=[O:63].[nH+:64]1[cH:65][cH:66][cH:67][cH:68][cH:69]1>>[CH2:1]([c:2]1[cH:3][cH:4][cH:5][cH:6][cH:7]1)[O:8][CH:9]1[CH:10]([O:51][CH2:52][c:53]2[cH:54][cH:55][cH:56][cH:57][cH:58]2)[CH:11]([O:43][CH2:44][c:45]2[cH:46][cH:47][cH:48][cH:49][cH:50]2)[CH:12]([CH2:34][O:35][CH2:36][c:37]2[cH:38][cH:39][cH:40][cH:41][cH:42]2)[O:13][C:14]12[C:15](=[O:33])[O:16][c:17]1[c:18]2[cH:19][c:20]([CH2:24][c:25]2[cH:26][cH:27][c:28]([CH2:31][CH3:32])[cH:29][cH:30]2)[c:21]([Cl:23])[cH:22]1. Starting materials: COC=1C=C(C=C(C1OC)OC)C1=NC=C(C=C1)N(CCCN(CC)C=1C=CC(=NC1)C1=CC(=C(C(=C1)OC)OC)OC)CC (N,N′-bis[2-(3,4,5-trimethoxyphenyl)-5-pyridyl]-N,N′-diethyl-1,3-propanediamine), CS(=O)(=O)O (methanesulfonic acid). The solvent is CO.C(Cl)(Cl)Cl (methanol chloroform). Yields the product CS(=O)(=O)O.CS(=O)(=O)O.COC=1C=C(C=C(C1OC)OC)C1=NC=C(C=C1)N(CCCN(CC)C=1C=CC(=NC1)C1=CC(=C(C(=C1)OC)OC)OC)CC (N,N′-Bis[2-(3,4,5-trimethoxyphenyl)-5-pyridyl]-N,N′-diethyl-1,3-propanediamine dimethanesulfonate). The yield is 44.6%. RXN SMILES: [CH3:1][O:2][C:3]1[CH:4]=[C:5]([C:13]2[CH:18]=[CH:17][C:16]([N:19]([CH2:44][CH3:45])[CH2:20][CH2:21][CH2:22][N:23]([C:26]3[CH:27]=[CH:28][C:29]([C:32]4[CH:37]=[C:36]([O:38][CH3:39])[C:35]([O:40][CH3:41])=[C:34]([O:42][CH3:43])[CH:33]=4)=[N:30][CH:31]=3)[CH2:24][CH3:25])=[CH:15][N:14]=2)[CH:6]=[C:7]([O:11][CH3:12])[C:8]=1[O:9][CH3:10].[CH3:46][S:47]([OH:50])(=[O:49])=[O:48]>CO.C(Cl)(Cl)Cl>[CH3:46][S:47]([OH:50])(=[O:49])=[O:48].[CH3:46][S:47]([OH:50])(=[O:49])=[O:48].[CH3:39][O:38][C:36]1[CH:37]=[C:32]([C:29]2[CH:28]=[CH:27][C:26]([N:23]([CH2:24][CH3:25])[CH2:22][CH2:21][CH2:20][N:19]([C:16]3[CH:17]=[CH:18][C:13]([C:5]4[CH:4]=[C:3]([O:2][CH3:1])[C:8]([O:9][CH3:10])=[C:7]([O:11][CH3:12])[CH:6]=4)=[N:14][CH:15]=3)[CH2:44][CH3:45])=[CH:31][N:30]=2)[CH:33]=[C:34]([O:42][CH3:43])[C:35]=1[O:40][CH3:41] |f:2.3,4.5.6|. Reported procedure: To a solution of the crude N,N′-bis[2-(3,4,5-trimethoxyphenyl)-5-pyridyl]-N,N′-diethyl-1,3-propanediamine (160.0 mg, approx. 0.26 mmol) in methanol-chloroform (1:1, 6.0 mL) was added a 1.0 M aqueous methanesulfonic acid solution (0.51 mL, 0.51 mmol), and the reaction mixture was concentrated under reduced pressure. Ethanol (5.0 mL) was added to the residue, and the mixture was concentrated under reduced pressure. The residue was recrystallized from methanol-methylene chloride-diethyl ether to yi...